From a dataset of the Open Reaction Database (ORD), a public repository of structured organic reaction records. describe an organic reaction: reactants, conditions, products, and yield The reactants are CC(C)(CCCC#N)C(=O)c1c[nH]c2ncc(Br)nc12, O=C([O-])[O-], C1COCCO1, COc1cc(B(O)O)cc(OC)c1OC, [K+], [K+], O. Product: COc1cc(-c2cnc3[nH]cc(C(=O)C(C)(C)CCCC#N)c3n2)cc(OC)c1OC. Reaction SMILES: [Br:1][c:2]1[n:3][c:4]2[c:5]([n:6][cH:7]1)[nH:8][cH:9][c:10]2[C:11]([C:12]([CH2:13][CH2:14][CH2:15][C:16]#[N:17])([CH3:18])[CH3:19])=[O:20].[C:36](=[O:37])([O-:38])[O-:39].[CH2:42]1[O:43][CH2:44][CH2:45][O:46][CH2:47]1.[CH3:21][O:22][c:23]1[cH:24][c:25]([B:33]([OH:34])[OH:35])[cH:26][c:27]([O:31][CH3:32])[c:28]1[O:29][CH3:30].[K+:40].[K+:41].[OH2:48]>>[c:2]1(-[c:25]2[cH:24][c:23]([O:22][CH3:21])[c:28]([O:29][CH3:30])[c:27]([O:31][CH3:32])[cH:26]2)[n:3][c:4]2[c:5]([n:6][cH:7]1)[nH:8][cH:9][c:10]2[C:11]([C:12]([CH2:13][CH2:14][CH2:15][C:16]#[N:17])([CH3:18])[CH3:19])=[O:20]. Starting materials: C(=O)([O-])[O-].[K+].[K+] (K2CO3), C(C)OC(CS(=O)(=O)C1=CC=C(C=C1)OC)=O ((4-methoxy-benzenesulfonyl)-acetic acid ethyl ester), C(C1=CC=CC=C1)Br (benzyl bromide), C1COCCOCCOCCOCCOCCO1 (18-Crown-6). The solvent is CC(=O)C (acetone). Yields the product C(C)OC(C(CC1=CC=CC=C1)S(=O)(=O)C1=CC=C(C=C1)OC)=O (2-(4-methoxy-benzenesulfonyl)-3-phenyl-propionic acid ethyl ester). As a reaction SMILES: [CH2:1]([O:3][C:4](=[O:17])[CH2:5][S:6]([C:9]1[CH:14]=[CH:13][C:12]([O:15][CH3:16])=[CH:11][CH:10]=1)(=[O:8])=[O:7])[CH3:2].[CH2:18](Br)[C:19]1[CH:24]=[CH:23][CH:22]=[CH:21][CH:20]=1.C1OCCOCCOCCOCCOCCOC1.C([O-])([O-])=O.[K+].[K+]>CC(C)=O>[CH2:1]([O:3][C:4](=[O:17])[CH:5]([S:6]([C:9]1[CH:14]=[CH:13][C:12]([O:15][CH3:16])=[CH:11][CH:10]=1)(=[O:7])=[O:8])[CH2:18][C:19]1[CH:24]=[CH:23][CH:22]=[CH:21][CH:20]=1)[CH3:2] |f:3.4.5|. Reported procedure: To stirred solution of the (4-methoxy-benzenesulfonyl)-acetic acid ethyl ester (2.5 g, 10 mmol), benzyl bromide (1.8 gm, 10 mmol) and 18-Crown-6 (500 mg) in acetone (250 ml) was added K2CO3 (10 gms, excess) and the mixture was refluxed for 24 hours. At the end, the reaction mixture was filtered and the acetone layer was concentrated. The residue obtained was extracted with chloroform, washed well with water, dried over anhydrous MgSO4, filtered and concentrated. The product obtained was purified... The reactants are BrCCCCCCOCCC1=NC=CC=C1 (2-[2-[(6-Bromohexyl)oxy]ethyl]pyridine), C(C1=CC=CC=C1)N (benzylamine). Product: N1=C(C=CC=C1)CCOCCCCCCNCC1=CC=CC=C1 (N-[6-[2-(2-Pyridinyl)ethoxy]hexyl]benzenemethanamine). As a reaction SMILES: Br[CH2:2][CH2:3][CH2:4][CH2:5][CH2:6][CH2:7][O:8][CH2:9][CH2:10][C:11]1[CH:16]=[CH:15][CH:14]=[CH:13][N:12]=1.[CH2:17]([NH2:24])[C:18]1[CH:23]=[CH:22][CH:21]=[CH:20][CH:19]=1>>[N:12]1[CH:13]=[CH:14][CH:15]=[CH:16][C:11]=1[CH2:10][CH2:9][O:8][CH2:7][CH2:6][CH2:5][CH2:4][CH2:3][CH2:2][NH:24][CH2:17][C:18]1[CH:23]=[CH:22][CH:21]=[CH:20][CH:19]=1. Procedure details: 2-[2-[(6-Bromohexyl)oxy]ethyl]pyridine (6.3 g) was added to benzylamine (20 ml) at 140° under nitrogen. After 1 h at 140° the reaction mixture was cooled and partitioned between 2M sodium hydroxide (100 ml) and ether (100 ml). The organic layer was washed with water and brine, dried and concentrated to a yellow oil. The excess benzylamine was removed by distillation under reduced pressure to leave the title compound as a yellow oil (6.8 g), t.l.c. (System A 80:20:2) Rf 0.44. The reactants are COC(=O)C1CC(C#N)(c2ccc(Cl)cc2)CCC1=O, CC(=O)O, O=S(=O)(O)O. The product is N#CC1(c2ccc(Cl)cc2)CCC(=O)CC1. As a reaction SMILES: [C:1]([O:2][CH3:3])(=[O:4])[CH:5]1[C:6](=[O:20])[CH2:7][CH2:8][C:9]([C:11]#[N:12])([c:13]2[cH:14][cH:15][c:16]([Cl:19])[cH:17][cH:18]2)[CH2:10]1.[CH3:26][C:27](=[O:28])[OH:29].[S:21](=[O:22])(=[O:23])([OH:24])[OH:25]>>[CH2:5]1[C:6](=[O:20])[CH2:7][CH2:8][C:9]([C:11]#[N:12])([c:13]2[cH:14][cH:15][c:16]([Cl:19])[cH:17][cH:18]2)[CH2:10]1. Starting materials: CuBr, IC1=CC(=CC=C1)C (1-iodo-3-methylbenzene), N1C=CC2=CC(=CC=C12)CN1CCC(CC1)C=1C=C(C=CC1)NC(C(C)C)=O (N-{3-[1-(1H-indol-5-ylmethyl)-4-piperidinyl]phenyl}-2-methylpropanamide). Yields the product CC(C(=O)NC1=CC(=CC=C1)C1CCN(CC1)CC=1C=C2C=CN(C2=CC1)C1=CC(=CC=C1)C)C (2-METHYL-N-[3-(1-{[1-(3-METHYLPHENYL)-1H-INDOL-5-YL]METHYL}-4-PIPERIDINYL)PHENYL]PROPANAMIDE). As a reaction SMILES: I[C:2]1[CH:7]=[CH:6][CH:5]=[C:4]([CH3:8])[CH:3]=1.[NH:9]1[C:17]2[C:12](=[CH:13][C:14]([CH2:18][N:19]3[CH2:24][CH2:23][CH:22]([C:25]4[CH:26]=[C:27]([NH:31][C:32](=[O:36])[CH:33]([CH3:35])[CH3:34])[CH:28]=[CH:29][CH:30]=4)[CH2:21][CH2:20]3)=[CH:15][CH:16]=2)[CH:11]=[CH:10]1>>[CH3:35][CH:33]([CH3:34])[C:32]([NH:31][C:27]1[CH:28]=[CH:29][CH:30]=[C:25]([CH:22]2[CH2:23][CH2:24][N:19]([CH2:18][C:14]3[CH:13]=[C:12]4[C:17](=[CH:16][CH:15]=3)[N:9]([C:2]3[CH:7]=[CH:6][CH:5]=[C:4]([CH3:8])[CH:3]=3)[CH:10]=[CH:11]4)[CH2:20][CH2:21]2)[CH:26]=1)=[O:36]. Reported procedure: Prepared by Procedure C and Scheme Q1, with CuBr in place of Cu, using 1-iodo-3-methylbenzene and N-{3-[1-(1H-indol-5-ylmethyl)-4-piperidinyl]phenyl}-2-methylpropanamide: ESMS m/e: 466.3 (M+H)+. Starting materials: COC(=O)C=1N(C2=CC(=CC=C2C(C1CC1=CC=C(C=C1)C(=O)OC)=O)Cl)C1=CC=CC=C1 (7-chloro-3-(4-methoxycarbonyl-benzyl)-4-oxo-1-phenyl-1,4-dihydro-quinoline-2-carboxylic acid methyl ester), COC(=O)C=1N(C2=CC(=CC=C2C(C1CC1=CC=C(C=C1)C(=O)OC)=O)Cl)C1=CC=CC=C1 (7-chloro-3-(4-methoxycarbonyl-benzyl)-4-oxo-1-phenyl-1,4-dihydro-quinoline-2-carboxylic acid methyl ester), [Li+].[OH-] (LiOH). Solvent: CO (MeOH). Conditions: time 8 hour. Product: COC(=O)C=1N(C2=CC(=CC=C2C(C1CC1=CC=C(C=C1)C(=O)O)=O)Cl)C1=CC=CC=C1 (3-(4-carboxybenzyl)-7-chloro-4-oxo-1-phenyl-1,4-dihydroquinoline-2-carboxylic acid methyl ester). Isolated yield 36.6%. Reaction SMILES: [CH3:1][O:2][C:3]([C:5]1[N:6]([C:28]2[CH:33]=[CH:32][CH:31]=[CH:30][CH:29]=2)[C:7]2[C:12]([C:13](=[O:26])[C:14]=1[CH2:15][C:16]1[CH:21]=[CH:20][C:19]([C:22]([O:24]C)=[O:23])=[CH:18][CH:17]=1)=[CH:11][CH:10]=[C:9]([Cl:27])[CH:8]=2)=[O:4].[Li+].[OH-]>CO>[CH3:1][O:2][C:3]([C:5]1[N:6]([C:28]2[CH:33]=[CH:32][CH:31]=[CH:30][CH:29]=2)[C:7]2[C:12]([C:13](=[O:26])[C:14]=1[CH2:15][C:16]1[CH:21]=[CH:20][C:19]([C:22]([OH:24])=[O:23])=[CH:18][CH:17]=1)=[CH:11][CH:10]=[C:9]([Cl:27])[CH:8]=2)=[O:4] |f:1.2|. Procedure details: A mixture of 7-chloro-3-(4-methoxycarbonyl-benzyl)-4-oxo-1-phenyl-1,4-dihydro-quinoline-2-carboxylic acid methyl ester (compound 10, 31 mg) and LiOH (1 M aq, 1 mL) in MeOH (10 mL) was stirred at RT overnight. The reaction mixture was then stirred at 50° C. for 3 h, then extracted with EtOAc. The organic layer was separated, the aqueous layer acidified by adding AcOH (aq), and the resulting mixture extracted with EtOAc. The combined organic extracts were dried over Na2SO4, filtered and evaporated... The reactants are C(C)(=O)OC(C)=O (acetic anhydride), C(C)(=O)OC1=CC=C(C=C1)C1=CC=C(C=C1)C(C)=O (4-acetoxy-4'-acetylbiphenyl). The solvent is O (water). Reaction conditions: temperature 80 celsius, time 1 hour. Yields the product C(C)(=O)OC1=CC=C(C=C1)C1=CC=C(C=C1)C(=C)C (4-acetoxy-4'-isopropenylbiphenyl). Isolated yield 60.0%. As a reaction SMILES: [C:1](OC(=O)C)(=O)C.[C:8]([O:11][C:12]1[CH:17]=[CH:16][C:15]([C:18]2[CH:23]=[CH:22][C:21]([C:24](=O)[CH3:25])=[CH:20][CH:19]=2)=[CH:14][CH:13]=1)(=[O:10])[CH3:9]>O>[C:8]([O:11][C:12]1[CH:17]=[CH:16][C:15]([C:18]2[CH:23]=[CH:22][C:21]([C:24]([CH3:25])=[CH2:1])=[CH:20][CH:19]=2)=[CH:14][CH:13]=1)(=[O:10])[CH3:9]. Procedure: 10 ml of acetic anhydride was charged in a flask provided with a reflux condenser and a stirrer. Then, 1 g of 4-hydroxy-4'-isopropenylbiphenyl obtained in Example 2 was added thereto and the mixture was stirred at 80° C. for 1 hr to effect the reaction. The reaction solution was poured into water and the resulting crystals were separated and recrystallized from methanol to obtain 0.72 g of 4-acetoxy-4'-isopropenylbiphenyl (53) in the form of white crystals. ##STR158##